describe an organic reaction: reactants, conditions, products, and yield From a dataset of the Open Reaction Database (ORD), a public repository of structured organic reaction records. Reactants: O1C(OCCC1)C1=CC(=C(C=C1)C=1SC2=NC(=CC=C2N1)[Sn](C)(C)C)F (2-(4-(1,3-dioxan-2-yl)-2-fluorophenyl)-5-(trimethylstannyl)-thiazolo[5,4-b]pyridine), C1(CCC1)C(=O)Cl (cyclobutanecarbonyl chloride). Run in C1(=CC=CC=C1)C (toluene). Yields the product O1C(OCCC1)C1=CC(=C(C=C1)C=1SC2=NC(=CC=C2N1)C(=O)C1CCC1)F ((2-(4-(1,3-dioxan-2-yl)-2-fluorophenyl)-thiazolo[5,4-b]pyridin-5-yl)(cyclobutyl)methanone). As a reaction SMILES: [O:1]1[CH2:6][CH2:5][CH2:4][O:3][CH:2]1[C:7]1[CH:12]=[CH:11][C:10]([C:13]2[S:14][C:15]3[C:20]([N:21]=2)=[CH:19][CH:18]=[C:17]([Sn](C)(C)C)[N:16]=3)=[C:9]([F:26])[CH:8]=1.[CH:27]1([C:31](Cl)=[O:32])[CH2:30][CH2:29][CH2:28]1>C1(C)C=CC=CC=1>[O:1]1[CH2:6][CH2:5][CH2:4][O:3][CH:2]1[C:7]1[CH:12]=[CH:11][C:10]([C:13]2[S:14][C:15]3[C:20]([N:21]=2)=[CH:19][CH:18]=[C:17]([C:31]([CH:27]2[CH2:30][CH2:29][CH2:28]2)=[O:32])[N:16]=3)=[C:9]([F:26])[CH:8]=1. Procedure details: A solution of 2-(4-(1,3-dioxan-2-yl)-2-fluorophenyl)-5-(trimethylstannyl)-thiazolo[5,4-b]pyridine (515.5 mg, 1.076 mmol) and cyclobutanecarbonyl chloride (0.147 mL, 1.291 mmol) in toluene (10.0 mL) was stirred under argon at 80° C. for 22 h. The reaction mixture was then concentrated onto silica gel and chromatographically purified (0-50% EtOAc/hexanes) to provide (2-(4-(1,3-dioxan-2-yl)-2-fluorophenyl)-thiazolo[5,4-b]pyridin-5-yl)(cyclobutyl)methanone as an off-white solid. MS (ESI) m/z: Calcul... Starting materials: [OH-].[K+] (KOH), BrC1=C(C(=CC(=C1)F)F)O (2-Bromo-4,6-difluoro-phenol), C1=CC=C(C=C1)CBr (BnBr), O (Water). Reagents/catalysts: [N+](CCCC)(CCCC)(CCCC)CCCC.[Br-] (Bu4NBr). Solvent: C1CCOC1 (THF). Reaction conditions: temperature 64 celsius, time 2 hour. The product is crude product, C(C1=CC=CC=C1)OC1=C(C=C(C=C1F)F)Br (2-(benzyloxy)-1-bromo-3,5-difluorobenzene). Yield: 95.4%. As a reaction SMILES: [Br:1][C:2]1[CH:7]=[C:6]([F:8])[CH:5]=[C:4]([F:9])[C:3]=1[OH:10].[CH:11]1[CH:16]=[CH:15][C:14]([CH2:17]Br)=[CH:13][CH:12]=1.[OH-].[K+].O>[N+](CCCC)(CCCC)(CCCC)CCCC.[Br-].C1COCC1>[CH2:17]([O:10][C:3]1[C:4]([F:9])=[CH:5][C:6]([F:8])=[CH:7][C:2]=1[Br:1])[C:14]1[CH:15]=[CH:16][CH:11]=[CH:12][CH:13]=1 |f:2.3,5.6|. Procedure details: 2-Bromo-4,6-difluoro-phenol (10 g, 48 mmol), Bu4NBr (0.24 g, 0.72 mol) and BnBr (8.22 g, 48 mmol) was mixed in THF (100 mL). 50% KOH (13.46 g, 240 mmol) was added to the mixture, heated to 64° C. and stirred for 2 h. Water was added to the mixture, the aqueous layer was extracted with EtOAc. The organic layer was washed with brine, dried over Na2SO4 and concentrated in vacuo to give the crude product 2-(benzyloxy)-1-bromo-3,5-difluorobenzene (13.7 g, 96%), which was used immediately without puri... The reactants are O=C1CCC(=O)N1Br, Cc1ccccc1, CCOC(C)=O, c1ccc(-n2c3ccccc3c3ccccc32)cc1. Yields the product Brc1ccc2c(c1)c1ccccc1n2-c1ccccc1. Reaction SMILES: [Br:20][N:21]1[C:22](=[O:23])[CH2:24][CH2:25][C:26]1=[O:27].[CH3:28][c:29]1[cH:30][cH:31][cH:32][cH:33][cH:34]1.[CH3:35][CH2:36][O:37][C:38](=[O:39])[CH3:40].[c:1]1(-[n:7]2[c:8]3[cH:9][cH:10][cH:11][cH:12][c:13]3[c:14]3[cH:15][cH:16][cH:17][cH:18][c:19]23)[cH:2][cH:3][cH:4][cH:5][cH:6]1>>[c:1]1(-[n:7]2[c:8]3[cH:9][cH:10][cH:11][cH:12][c:13]3[c:14]3[cH:15][c:16]([Br:20])[cH:17][cH:18][c:19]23)[cH:2][cH:3][cH:4][cH:5][cH:6]1. As a reaction SMILES: [C:1]([N:6]1[C:14]2[C:9](=[CH:10][C:11]([O:15][CH2:16][CH3:17])=[CH:12][CH:13]=2)[CH:8]([CH2:18][CH2:19][N:20]2[CH2:25][CH:24]=[C:23]([C:26]3[CH:31]=[CH:30][CH:29]=[CH:28][CH:27]=3)[CH2:22][CH2:21]2)[CH:7]1[CH2:32][CH3:33])(=[O:5])[CH:2]([CH3:4])[CH3:3].[C:34]([N:39]1[C:47]2[C:42](=[CH:43][C:44]([O:48][CH2:49][CH3:50])=[CH:45][CH:46]=2)[CH:41]([CH2:51][CH2:52][N:53]2[CH2:58][CH:57]=[C:56]([C:59]3[CH:64]=[CH:63][C:62]([Cl:65])=[CH:61][CH:60]=3)[CH2:55][CH2:54]2)[CH:40]1[CH2:66][CH3:67])(=[O:38])[CH:35]([CH3:37])[CH3:36]>>[C:1]([N:6]1[C:14]2[C:9](=[CH:10][C:11]([O:15][CH2:16][CH3:17])=[CH:12][CH:13]=2)[CH:8]([CH2:18][CH2:19][N:20]2[CH2:25][CH2:24][CH:23]([C:26]3[CH:27]=[CH:28][CH:29]=[CH:30][CH:31]=3)[CH2:22][CH2:21]2)[CH:7]1[CH2:32][CH3:33])(=[O:5])[CH:2]([CH3:3])[CH3:4].[C:34]([N:39]1[C:47]2[C:42](=[CH:43][C:44]([O:48][CH2:49][CH3:50])=[CH:45][CH:46]=2)[CH:41]([CH2:51][CH2:52][N:53]2[CH2:58][CH2:57][CH:56]([C:59]3[CH:64]=[CH:63][C:62]([Cl:65])=[CH:61][CH:60]=3)[CH2:55][CH2:54]2)[CH:40]1[CH2:66][CH3:67])(=[O:38])[CH:35]([CH3:36])[CH3:37]. Yields the product C(C(C)C)(=O)N1C(C(C2=CC(=CC=C12)OCC)CCN1CCC(CC1)C1=CC=CC=C1)CC (1-isobutyryl-2-ethyl-5-ethoxy-3-[2-(4-phenylpiperidino)ethyl]indoline), C(C(C)C)(=O)N1C(C(C2=CC(=CC=C12)OCC)CCN1CCC(CC1)C1=CC=C(C=C1)Cl)CC (1-isobutyryl-2-ethyl-5-ethoxy-3-{2-[4-(p-chlorophenyl)piperidino]ethyl} indoline). Reactants: C(C(C)C)(=O)N1C(C(C2=CC(=CC=C12)OCC)CCN1CCC(=CC1)C1=CC=CC=C1)CC (1-isobutyryl-2-ethyl-5-ethoxy-3-[2-(4-phenyl-3,6-dihydro-1(2H)-pyridyl)ethyl]indoline), C(C(C)C)(=O)N1C(C(C2=CC(=CC=C12)OCC)CCN1CCC(=CC1)C1=CC=C(C=C1)Cl)CC (1-isobutyryl-2-ethyl-5-ethoxy-3-{2-[4-(p-chlorophenyl)-3,6-dihydro-1(2H)-pyridyl]-ethyl} indoline). Procedure: In the manner described in Example 14, reduction of 1-isobutyryl-2-ethyl-5-ethoxy-3-[2-(4-phenyl-3,6-dihydro-1(2H)-pyridyl)ethyl]indoline and 1-isobutyryl-2-ethyl-5-ethoxy-3-{2-[4-(p-chlorophenyl)-3,6-dihydro-1(2H)-pyridyl]-ethyl} indoline provides the corresponding 1-isobutyryl-2-ethyl-5-ethoxy-3-[2-(4-phenylpiperidino)ethyl]indoline and 1-isobutyryl-2-ethyl-5-ethoxy-3-{2-[4-(p-chlorophenyl)piperidino]ethyl} indoline. Reactants: CC(C)(C)OC(=O)N1CCC1COc1cncc(CCc2cccc(CN=[N+]=[N-])c2)c1, CCO. The product is CC(C)(C)OC(=O)N1CCC1COc1cncc(CCc2cccc(CN)c2)c1. As a reaction SMILES: [C:1]([CH3:2])([CH3:3])([CH3:4])[O:5][C:6](=[O:7])[N:8]1[CH:9]([CH2:12][O:13][c:14]2[cH:15][c:16]([CH2:20][CH2:21][c:22]3[cH:23][c:24]([CH2:28][N:29]=[N+:30]=[N-:31])[cH:25][cH:26][cH:27]3)[cH:17][n:18][cH:19]2)[CH2:10][CH2:11]1.[CH3:32][CH2:33][OH:34]>>[C:1]([CH3:2])([CH3:3])([CH3:4])[O:5][C:6](=[O:7])[N:8]1[CH:9]([CH2:12][O:13][c:14]2[cH:15][c:16]([CH2:20][CH2:21][c:22]3[cH:23][c:24]([CH2:28][NH2:29])[cH:25][cH:26][cH:27]3)[cH:17][n:18][cH:19]2)[CH2:10][CH2:11]1. Yields the product NC1=C(C#N)C=C(C=C1)N1CCC(CC1)N1CCOCC1 (2-Amino-5-(4-morpholinopiperidin-1-yl)benzonitrile). Reaction SMILES: Cl[C:2]1[CH:3]=[CH:4][C:5]([N+:10]([O-])=O)=[C:6]([CH:9]=1)[C:7]#[N:8].[O:13]1[CH2:18][CH2:17][N:16]([CH:19]2[CH2:24][CH2:23][NH:22][CH2:21][CH2:20]2)[CH2:15][CH2:14]1>>[NH2:10][C:5]1[CH:4]=[CH:3][C:2]([N:22]2[CH2:23][CH2:24][CH:19]([N:16]3[CH2:17][CH2:18][O:13][CH2:14][CH2:15]3)[CH2:20][CH2:21]2)=[CH:9][C:6]=1[C:7]#[N:8]. Procedure: By the reaction and treatment in the same manner as in Starting Material Synthesis Example 40 using 5-chloro-2-nitrobenzonitrile and 4-morpholinopiperidine, the title compound was obtained, melting point: 178–180° C. Starting materials: ClC=1C=CC(=C(C#N)C1)[N+](=O)[O-] (5-chloro-2-nitrobenzonitrile), O1CCN(CC1)C1CCNCC1 (4-morpholinopiperidine). Starting materials: C(C)=O (acetaldehyde), C(C)Br (ethyl bromide), II (iodine), [Mg] (magnesium), ClC1=CC=C(C=C1)CC=C(C)C (p-chloroprenylbenzene), [Cl-].[NH4+] (ammonium chloride). Reagents/catalysts: II (iodine). The solvent is O1CCCC1 (tetrahydrofuran), O1CCCC1 (tetrahydrofuran), O1CCCC1 (tetrahydrofuran), O1CCCC1 (tetrahydrofuran). Product: C(C=C(C)C)C1=CC=C(C=C1)C(C)O (1-(p-prenylphenyl)ethanol). Yield: 74.9%. As a reaction SMILES: [Mg].C(Br)C.II.Cl[C:8]1[CH:13]=[CH:12][C:11]([CH2:14][CH:15]=[C:16]([CH3:18])[CH3:17])=[CH:10][CH:9]=1.[CH:19](=[O:21])[CH3:20].[Cl-].[NH4+]>O1CCCC1.II>[CH2:14]([C:11]1[CH:12]=[CH:13][C:8]([CH:19]([OH:21])[CH3:20])=[CH:9][CH:10]=1)[CH:15]=[C:16]([CH3:18])[CH3:17] |f:5.6|. Procedure: Under a nitrogen atmosphere, 9.6 g of magnesium turnings, 30 ml of tetrahydrofuran and about 50 mg of iodine were put in a flask. With stirring, 2 ml of ethyl bromide was added, whereupon coloration by iodine disappeared. With stirring, the mixture was heated and maintained at 110° C. to 120° C., and 60 g of p-chloroprenylbenzene was added. During the reaction, 20 ml of tetrahydrofuran was further added. After continuing the reaction for 4.5 hours, the reaction mixture was cooled to room tempera... The reactants are COCCNCCOC, CCSC1NC(=O)C(=Cc2ccc3c(cnn3Cc3ccc(Cl)cc3C(F)(F)F)c2)S1. Product: COCCN(CCOC)C1=NC(=O)C(=Cc2ccc3c(cnn3Cc3ccc(Cl)cc3C(F)(F)F)c2)S1. RXN SMILES: [CH3:32][O:33][CH2:34][CH2:35][NH:36][CH2:37][CH2:38][O:39][CH3:40].[Cl:1][c:2]1[cH:3][c:4]([C:28]([F:29])([F:30])[F:31])[c:5]([CH2:6][n:7]2[n:8][cH:9][c:10]3[cH:11][c:12]([CH:16]=[C:17]4[C:18](=[O:25])[NH:19][CH:20]([S:22][CH2:23][CH3:24])[S:21]4)[cH:13][cH:14][c:15]23)[cH:26][cH:27]1>>[Cl:1][c:2]1[cH:3][c:4]([C:28]([F:29])([F:30])[F:31])[c:5]([CH2:6][n:7]2[n:8][cH:9][c:10]3[cH:11][c:12]([CH:16]=[C:17]4[C:18](=[O:25])[N:19]=[C:20]([N:36]([CH2:35][CH2:34][O:33][CH3:32])[CH2:37][CH2:38][O:39][CH3:40])[S:21]4)[cH:13][cH:14][c:15]23)[cH:26][cH:27]1. Starting materials: C([O-])(O)=O.[Na+] (sodium bicarbonate), BrC1=NC=CC=C1 (2-bromopyridine), COCCOC (ethyleneglycol dimethylether), S1C(=CC2=C1C=CC=C2)B(O)O (Benzothiophene-2-boronic acid). The reagents and catalysts are C=1C=CC(=CC1)[P](C=2C=CC=CC2)(C=3C=CC=CC3)[Pd]([P](C=4C=CC=CC4)(C=5C=CC=CC5)C=6C=CC=CC6)([P](C=7C=CC=CC7)(C=8C=CC=CC8)C=9C=CC=CC9)[P](C=1C=CC=CC1)(C=1C=CC=CC1)C=1C=CC=CC1 (Tetrakis(triphenylphosphine)palladium). The solvent is O (water). Reaction conditions: time 10 minute. The product is S1C2=C(C=C1C1=NC=CC=C1)C=CC=C2 (2-Benzo[b]thiophen-2-yl-pyridine). As a reaction SMILES: Br[C:2]1[CH:7]=[CH:6][CH:5]=[CH:4][N:3]=1.COCCOC.[S:14]1[C:18]2[CH:19]=[CH:20][CH:21]=[CH:22][C:17]=2[CH:16]=[C:15]1B(O)O.C(=O)(O)[O-].[Na+]>C1C=CC([P]([Pd]([P](C2C=CC=CC=2)(C2C=CC=CC=2)C2C=CC=CC=2)([P](C2C=CC=CC=2)(C2C=CC=CC=2)C2C=CC=CC=2)[P](C2C=CC=CC=2)(C2C=CC=CC=2)C2C=CC=CC=2)(C2C=CC=CC=2)C2C=CC=CC=2)=CC=1.O>[S:14]1[C:15]([C:2]2[CH:7]=[CH:6][CH:5]=[CH:4][N:3]=2)=[CH:16][C:17]2[CH:22]=[CH:21][CH:20]=[CH:19][C:18]1=2 |f:3.4,^1:34,36,55,74|. Procedure details: A two-necked 250 mL round-bottomed flask fitted with a reflux condenser (with gas inlet) and a rubber septum was flushed with argon before 2-bromopyridine (2.57 mL, 27 mmol) and ethyleneglycol dimethylether (80 mL, dry and degassed) were introduced. Tetrakis(triphenylphosphine)palladium (1.0 g, 0.87 mmol) was added and the solution stirred at room temperature for 10 minutes. Benzothiophene-2-boronic acid (5.0 g, 28.1 mmol) was then added, followed by anhydrous sodium bicarbonate (8.4 g. 100 mmol...